This data is from the Open Reaction Database (ORD), a public repository of structured organic reaction records. The task is: describe an organic reaction: reactants, conditions, products, and yield Starting materials: N[C@@H](CC1=CC=CC=C1)C(=O)O (L-phenylalanine), [H][H] (hydrogen). Reagents/catalysts: [Pt]=O (platinum oxide). Solvent: C(C)(=O)O (acetic acid). The product is C1CCC(CC1)C[C@@H](C(=O)O)N (L-cyclohexylalanine). Yield: 106.1%. Reaction SMILES: [NH2:1][C@H:2]([C:10]([OH:12])=[O:11])[CH2:3][C:4]1[CH:9]=[CH:8][CH:7]=[CH:6][CH:5]=1.[H][H]>C(O)(=O)C.[Pt]=O>[CH2:7]1[CH2:6][CH2:5][CH:4]([CH2:3][C@H:2]([NH2:1])[C:10]([OH:12])=[O:11])[CH2:9][CH2:8]1. Procedure: 2 g of L-phenylalanine was dissolved in 30 ml of 50% acetic acid, and high pressure hydrogenation was conducted (hydrogen pressure: 50 kg/cm2, 40°-70° C., two hours) by an addition of 200 mg of platinum oxide. The catalyst was removed by filtration, and the solvent was distilled off under reduced pressure to obtain 2.2 g of L-cyclohexylalanine as colorless needles.